This data is from the Open Reaction Database (ORD), a public repository of structured organic reaction records. The task is: describe an organic reaction: reactants, conditions, products, and yield The reactants are COc1cc(Br)cc(F)c1[N+](=O)[O-], CCOC(C)=O, N#C[Cu], CN(C)C=O. Product: COc1cc(C#N)cc(F)c1[N+](=O)[O-]. RXN SMILES: [Br:1][c:2]1[cH:3][c:4]([O:12][CH3:13])[c:5]([N+:9](=[O:10])[O-:11])[c:6]([F:8])[cH:7]1.[CH3:17][CH2:18][O:19][C:20](=[O:21])[CH3:22].[Cu:14][C:15]#[N:16].[O:23]=[CH:24][N:25]([CH3:26])[CH3:27]>>[c:2]1([C:15]#[N:16])[cH:3][c:4]([O:12][CH3:13])[c:5]([N+:9](=[O:10])[O-:11])[c:6]([F:8])[cH:7]1. Procedure: Under nitrogen atmosphere to a solution of 5-bromopyrimidine (18.3 g) in tetrahydrofuran (360 ml) and diethyl ether (360 ml) was slowly dropped 1.56 mol/l n-butyllithium in hexane solution (73.6 ml) at -90° C. to -95° C. The reaction mixture was stirred at the same temperature for an hour, and then the solution of (2S,4R)-1-allyloxycarbonyl-4-(t-butyldimethylsilyloxy)-2-formylpyrrolidine (30.0 g) in tetrahydrofuran (60 ml) and ether (60 ml) was dropped into the reaction mixture below -85° C. The... The yield is 66.6%. Reactants: BrC=1C=NC=NC1 (5-bromopyrimidine), Cl (hydrochloric acid), ice water, C(C=C)OC(=O)N1[C@@H](C[C@H](C1)O[Si](C)(C)C(C)(C)C)C=O ((2S,4R)-1-allyloxycarbonyl-4-(t-butyldimethylsilyloxy)-2-formylpyrrolidine), C(CCC)[Li] (n-butyllithium). Yields the product C(C=C)OC(=O)N1[C@@H](C[C@H](C1)O[Si](C)(C)C(C)(C)C)C(O)C=1C=NC=NC1 (1-{(2S,4R)-1-allyloxycarbonyl-4-(t-butyldimethyl-silyloxy) pyrrolidin-2-yl}-1-(pyrimidin-5-yl)methanol). As a reaction SMILES: Br[C:2]1[CH:3]=[N:4][CH:5]=[N:6][CH:7]=1.C([Li])CCC.[CH2:13]([O:16][C:17]([N:19]1[CH2:23][C@H:22]([O:24][Si:25]([C:28]([CH3:31])([CH3:30])[CH3:29])([CH3:27])[CH3:26])[CH2:21][C@H:20]1[CH:32]=[O:33])=[O:18])[CH:14]=[CH2:15].Cl>O1CCCC1.C(OCC)C.CCCCCC.C(OCC)(=O)C.O>[CH2:13]([O:16][C:17]([N:19]1[CH2:23][C@H:22]([O:24][Si:25]([C:28]([CH3:30])([CH3:29])[CH3:31])([CH3:26])[CH3:27])[CH2:21][C@H:20]1[CH:32]([C:2]1[CH:3]=[N:4][CH:5]=[N:6][CH:7]=1)[OH:33])=[O:18])[CH:14]=[CH2:15]. The solvent is O (water), C(C)(=O)OCC (ethyl acetate), O1CCCC1 (tetrahydrofuran), CCOCC (ether), CCCCCC (hexane), C(C)OCC (diethyl ether), O1CCCC1 (tetrahydrofuran). Starting materials: C(C1=CC=CC=C1)SC1CC(N1CC(=O)O)=O ((4-benzylthio-2-oxoazetidin-1-yl)acetic acid), FC1=C(C=CC(=C1)F)CCCCCCN (6-(2,4-difluorophenyl)hexylamine), 1-cyclohexyl-3-(2-morpholinethyl)carbodiimide, CC=1C=CC(=CC1)S(=O)(=O)O (p-toluenesulfonate). The solvent is CN(C=O)C (dimethyl formamide). The product is FC1=C(C=CC(=C1)F)CCCCCCNC(CN1C(CC1SCC1=CC=CC=C1)=O)=O (N-(6-(2,4-Difluorophenyl)hexyl)-(4-benzylthio-2-oxoazetidin-1-yl)acetamide). The yield is 73.0%. Reaction SMILES: [CH2:1]([S:8][CH:9]1[N:12]([CH2:13][C:14]([OH:16])=O)[C:11](=[O:17])[CH2:10]1)[C:2]1[CH:7]=[CH:6][CH:5]=[CH:4][CH:3]=1.CC1C=CC(S(O)(=O)=O)=CC=1.[F:29][C:30]1[CH:35]=[C:34]([F:36])[CH:33]=[CH:32][C:31]=1[CH2:37][CH2:38][CH2:39][CH2:40][CH2:41][CH2:42][NH2:43]>CN(C)C=O>[F:29][C:30]1[CH:35]=[C:34]([F:36])[CH:33]=[CH:32][C:31]=1[CH2:37][CH2:38][CH2:39][CH2:40][CH2:41][CH2:42][NH:43][C:14](=[O:16])[CH2:13][N:12]1[CH:9]([S:8][CH2:1][C:2]2[CH:3]=[CH:4][CH:5]=[CH:6][CH:7]=2)[CH2:10][C:11]1=[O:17]. Reported procedure: Sequential treatment of (4-benzylthio-2-oxoazetidin-1-yl)acetic acid with 1-cyclohexyl-3-(2-morpholinethyl)carbodiimide metho-p-toluenesulfonate and 6-(2,4-difluorophenyl)hexylamine in dimethyl formamide by the method described for Example 29 gave the title compound as a colourless solid, m.p. 65-66° C., in 73% yield 1H NMR δ (CDCl3) 1.3-1.36 (4H, m, 4×CH2), 1.50-1.60 (4H, m, 4×CH2), 2.58 (2H, t, J=7.6 Hz, PhCH2), 2.93, 2.97 (1H, dd, J=2.4, 15.6 Hz, H3), 3.23 (2H, m, NHCH2), 3.35, 3.39 (1H, dd, ... Starting materials: N1(CCCC1)CC1=CC=C(C=C1)C1CC(C1)CO ([3-(4-pyrrolidin-1-ylmethyl-phenyl)-cyclobutyl]-methanol), ClC1=NC=CC=N1 (2-chloropyrimidine). Solvent: C1CCOC1 (THF), C1CCOC1 (THF). Yields the product N1(CCCC1)CC1=CC=C(C=C1)C1CC(C1)COC1=NC=CC=N1 (2-[3-(4-Pyrrolidin-1-ylmethyl-phenyl)-cyclobutylmethoxy]-pyrimidine). RXN SMILES: [N:1]1([CH2:6][C:7]2[CH:12]=[CH:11][C:10]([CH:13]3[CH2:16][CH:15]([CH2:17][OH:18])[CH2:14]3)=[CH:9][CH:8]=2)[CH2:5][CH2:4][CH2:3][CH2:2]1.Cl[C:20]1[N:25]=[CH:24][CH:23]=[CH:22][N:21]=1>C1COCC1>[N:1]1([CH2:6][C:7]2[CH:12]=[CH:11][C:10]([CH:13]3[CH2:14][CH:15]([CH2:17][O:18][C:20]4[N:25]=[CH:24][CH:23]=[CH:22][N:21]=4)[CH2:16]3)=[CH:9][CH:8]=2)[CH2:5][CH2:4][CH2:3][CH2:2]1. Reported procedure: To a stirring solution of [3-(4-pyrrolidin-1-ylmethyl-phenyl)-cyclobutyl]-methanol (38.0 mg, 0.16 mmol) prepared above (Step F) in 1.5 mL of THF was added 2-chloropyrimidine (21.3 mg, 0.19 mmol) followed by a solution of KotBu (310 uL, 0.31 mmol, 1 M THF). The reaction immediately turned to a dark pink/milky solution. When mass spectral analysis indicated complete consumption of starting alcohol (15 minutes) the reaction was quenched with an aqueous solution of NH4Cl. The reaction was diluted wi...